Dataset: the Open Reaction Database (ORD), a public repository of structured organic reaction records. Task: describe an organic reaction: reactants, conditions, products, and yield Reactants: C(C1=CC=CC=C1)N1CCC2=C(C(C1)C1=CC=CC=C1)C=C(C(=C2)O)O (3-benzyl-7,8-dihydroxy-1-phenyl-2,3,4,5-tetrahydro-1H-3-benzazepine), ClC=1C(C(=C(C(C1Cl)=O)C#N)C#N)=O (2,3-dichloro-5,6-dicyano-1,4-benzoquinone), O1CCCC1 (tetrahydrofuran), C(C1=CC=CC=C1)(C1=CC=CC=C1)N (benzhydrylamine). Solvent: CO.C(C)O (methanol ethanol), C(C)O.CO (ethanol methanol). Run at time 30 minute. Yields the product C(C)(=O)NC=1C(=CC2=C(C(CN(CC2)CC2=CC=CC=C2)C2=CC=CC=C2)C1)O (8-acetamido-3-benzyl-7-hydroxy-1-phenyl-2,3,4,5-tetrahydro-1H-3-benzazepine). As a reaction SMILES: [CH2:1]([N:8]1[CH2:14][CH:13]([C:15]2[CH:20]=[CH:19][CH:18]=[CH:17][CH:16]=2)C2C=C(O)C(O)=CC=2C[CH2:9]1)[C:2]1[CH:7]=[CH:6][CH:5]=[CH:4][CH:3]=1.Cl[C:28]1[C:29](=O)[C:30]([C:38]#N)=[C:31](C#N)[C:32](=[O:35])[C:33]=1Cl.[CH:41]([NH2:54])(C1C=CC=CC=1)[C:42]1C=CC=CC=1.[O:55]1CCCC1>CO.C(O)C>[C:41]([NH:54][C:33]1[C:32]([OH:35])=[CH:31][C:30]2[CH2:38][CH2:9][N:8]([CH2:1][C:2]3[CH:3]=[CH:4][CH:5]=[CH:6][CH:7]=3)[CH2:14][CH:13]([C:15]3[CH:16]=[CH:17][CH:18]=[CH:19][CH:20]=3)[C:29]=2[CH:28]=1)(=[O:55])[CH3:42] |f:4.5|. Procedure details: A mixture of 16.3 g. (0.0385 mole) of 3-benzyl-7,8-dihydroxy-1-phenyl-2,3,4,5-tetrahydro-1H-3-benzazepine and 225 ml. of ethanol-methanol was treated with 10.7 g. (0.00462 mole) of 2,3-dichloro-5,6-dicyano-1,4-benzoquinone (DDQ) in methanol-ethanol with cooling. After stirring for 30 minutes at 0°, the precipitate is filtered, washed with ethyl acetate and then ether. The quinone is stirred with 200 ml. of tetrahydrofuran and 15 g. of 5A° molecular sieves while a mixture of 10.6 g. (0.0578 mole)...